Dataset: the Open Reaction Database (ORD), a public repository of structured organic reaction records. Task: describe an organic reaction: reactants, conditions, products, and yield Starting materials: COC=1C=C2CCCC(C2=CC1)=O (6-MT), [C-]#N.[Na+] (NaCN), [Al+3].[Cl-].[Cl-].[Cl-] (AlCl3), [Al+3].[Cl-].[Cl-].[Cl-] (AlCl3), [C-]#N.[Na+] (NaCN), COC=1C=C2CCCC(C2=CC1)=O (6-MT), COC=1C=C2CCCC(C2=CC1)=O (6-methoxytetralone). The reagents and catalysts are [Br-].C(CCC)[N+](CCCC)(CCCC)CCCC (tetrabutylammonium bromide), [Br-].C(CCC)[N+](CCCC)(CCCC)CCCC (TBAB). Run in [N+](=O)([O-])C1=CC=CC=C1 (nitrobenzene). Run at time 2 hour. The product is COC=1C=C2CCC=C(C2=CC1)C#N (6-methoxy-1-cyano-3,4-dihydronaphthalene). Reaction SMILES: [Al+3].[Cl-].[Cl-].[Cl-].[C-:5]#[N:6].[Na+].[CH3:8][O:9][C:10]1[CH:11]=[C:12]2[C:17](=[CH:18][CH:19]=1)[C:16](=O)[CH2:15][CH2:14][CH2:13]2>[Br-].C([N+](CCCC)(CCCC)CCCC)CCC.[N+](C1C=CC=CC=1)([O-])=O>[CH3:8][O:9][C:10]1[CH:11]=[C:12]2[C:17](=[CH:18][CH:19]=1)[C:16]([C:5]#[N:6])=[CH:15][CH2:14][CH2:13]2 |f:0.1.2.3,4.5,7.8|. Procedure: A mixture of 1.3 g of dry AlCl3, 0.64 g of dry NaCN, and 87 mg of tetrabutylammonium bromide (TBAB) in 8.7 ml of dry nitrobenzene (NB) was stirred for two hours under a nitrogen atmosphere. Then 1.53 g of 6-methoxytetralone (6-MT) were added to provide a reaction mixture containing the 6-MT, NaCN, and AlCl3 in a mol ratio of 1/1.5/1.1 and containing 5.6% of TBAB, based on the weight of 6-MT. The reaction mixture was stirred at 90° C. for 10 hours to form 6-methoxy-1-cyano-3,4-dihydronaphthalene ... Starting materials: O=C([O-])[O-], C=CCN, O=C(Cl)N1CC(Oc2ccc(C(F)(F)F)cc2Cl)C1, [K+], [K+], C1CCOC1, O. Yields the product C=CCNC(=O)N1CC(Oc2ccc(C(F)(F)F)cc2Cl)C1. Reaction SMILES: [C:20](=[O:21])([O-:22])[O-:23].[CH2:26]([CH:27]=[CH2:28])[NH2:29].[Cl:1][c:2]1[c:3]([O:4][CH:5]2[CH2:6][N:7]([C:9](=[O:10])[Cl:11])[CH2:8]2)[cH:12][cH:13][c:14]([C:16]([F:17])([F:18])[F:19])[cH:15]1.[K+:24].[K+:25].[O:30]1[CH2:31][CH2:32][CH2:33][CH2:34]1.[OH2:35]>>[Cl:1][c:2]1[c:3]([O:4][CH:5]2[CH2:6][N:7]([C:9](=[O:10])[NH:29][CH2:26][CH:27]=[CH2:28])[CH2:8]2)[cH:12][cH:13][c:14]([C:16]([F:17])([F:18])[F:19])[cH:15]1. The reactants are C(C1=CC=CC=C1)OCC(CO)(O)C (1-(Benzyloxymethyl)-1-methylethane-1,2-diol), [H-].[Na+] (sodium hydride), CN(C=O)C (dimethyl formamide), CI (methyl iodide). Conditions: time 4 hour. The product is COCC(COCC1=CC=CC=C1)(C)OC (1,2-dimethoxy-2-methyl-3-benzyloxypropane). RXN SMILES: [CH2:1]([O:8][CH2:9][C:10]([CH3:14])(O)[CH2:11][OH:12])[C:2]1[CH:7]=[CH:6][CH:5]=[CH:4][CH:3]=1.[H-].[Na+].[CH3:17]I.CN(C)[CH:21]=[O:22]>>[CH3:17][O:12][CH2:11][C:10]([O:22][CH3:21])([CH3:14])[CH2:9][O:8][CH2:1][C:2]1[CH:7]=[CH:6][CH:5]=[CH:4][CH:3]=1 |f:1.2|. Reported procedure: 1-(Benzyloxymethyl)-1-methylethane-1,2-diol (10 g) and sodium hydride (1.2 g) were stirred together in dimethyl formamide (50 ml) for 12 h; the reaction mixture was then treated with methyl iodide (7.1g) and again stirred for 4 h. The reaction product was then stripped at 100°/1 mm and the residue purified by chromatography on silica gel eluted with 9/1 methylene chloride/ether to give a small forerun of 1,2-dimethoxy-2-methyl-3-benzyloxypropane and then 11 g 1-methoxy-3-benzyloxy-2-methylpropan... Reactants: N1C=NC=C1 (imidazole), ClC=1N=C(C2=C(N1)SC(=C2)[N+](=O)[O-])NCC2=CC=CC=C2 (2-chloro-6-nitro-4-benzylamino-thieno-[2,3-d]-pyrimidine). Product: N1(C=NC=C1)C=1N=C(C2=C(N1)SC(=C2)[N+](=O)[O-])NCC2=CC=CC=C2 (2-(imidazol-1-yl)-6-nitro-4-benzylamino-thieno-[2,3-d]-pyrimidine). As a reaction SMILES: [NH:1]1[CH:5]=[CH:4][N:3]=[CH:2]1.Cl[C:7]1[N:8]=[C:9]([NH:19][CH2:20][C:21]2[CH:26]=[CH:25][CH:24]=[CH:23][CH:22]=2)[C:10]2[CH:15]=[C:14]([N+:16]([O-:18])=[O:17])[S:13][C:11]=2[N:12]=1>>[N:1]1([C:7]2[N:8]=[C:9]([NH:19][CH2:20][C:21]3[CH:22]=[CH:23][CH:24]=[CH:25][CH:26]=3)[C:10]3[CH:15]=[C:14]([N+:16]([O-:18])=[O:17])[S:13][C:11]=3[N:12]=2)[CH:5]=[CH:4][N:3]=[CH:2]1. Reported procedure: Following the procedure of Example 97, the reaction of imidazole with 2-chloro-6-nitro-4-benzylamino-thieno-[2,3-d]-pyrimidine gives 2-(imidazol-1-yl)-6-nitro-4-benzylamino-thieno-[2,3-d]-pyrimidine. The reactants are C1COCCN1, CCN(C(C)C)C(C)C, Cc1c(C(=O)O)cccc1[N+](=O)[O-], CN(C)C=O, O, On1nnc2ccccc21. Product: Cc1c(C(=O)N2CCOCC2)cccc1[N+](=O)[O-]. Reaction SMILES: [CH2:14]1[CH2:15][O:16][CH2:17][CH2:18][NH:19]1.[CH2:30]([N:31]([CH:32]([CH3:33])[CH3:34])[CH:35]([CH3:36])[CH3:37])[CH3:38].[CH3:1][c:2]1[c:3]([C:4](=[O:5])[OH:6])[cH:7][cH:8][cH:9][c:10]1[N+:11](=[O:12])[O-:13].[O:40]=[CH:41][N:42]([CH3:43])[CH3:44].[OH2:39].[OH:20][n:21]1[c:22]2[c:23]([cH:24][cH:25][cH:26][cH:27]2)[n:28][n:29]1>>[CH3:1][c:2]1[c:3]([C:4](=[O:6])[N:19]2[CH2:14][CH2:15][O:16][CH2:17][CH2:18]2)[cH:7][cH:8][cH:9][c:10]1[N+:11](=[O:12])[O-:13]. Starting materials: [Cl-], Cl, O=N[O-], CCOC(=O)c1cn(C)nc1N, [Na+], [Na+], O=S(=O)([O-])[O-], O, O=P(O)(O)O. Yields the product CCOC(=O)c1cn(C)nc1Cl. As a reaction SMILES: [Cl-:28].[ClH:29].[N:18]([O-:19])=[O:20].[NH2:1][c:2]1[n:3][n:4]([CH3:12])[cH:5][c:6]1[C:7](=[O:8])[O:9][CH2:10][CH3:11].[Na+:21].[Na+:27].[O-:22][S:23](=[O:24])(=[O:25])[O-:26].[OH2:30].[P:13](=[O:14])([OH:15])([OH:16])[OH:17]>>[c:2]1([Cl:28])[n:3][n:4]([CH3:12])[cH:5][c:6]1[C:7](=[O:8])[O:9][CH2:10][CH3:11]. Reactants: C(C)(C)(C)NC(=O)C1=CN(C=2C1=NC(=CN2)C=2N=CN1C2C=CC(=C1)Cl)COCC[Si](C)(C)C (N-tert-butyl-2-(6-chloroimidazo[1,5-a]pyridin-1-yl)-5-((2-(trimethylsilyl)ethoxy)methyl)-5H-pyrrolo[3,2-b]pyrazine-7-carboxamide), FC(C(=O)O)(F)F (trifluoroacetic acid). Run in ClCCl (dichloromethane). Product: C(C)(C)(C)NC(=O)C1=CNC=2C1=NC(=CN2)C=2N=CN1C2C=CC(=C1)Cl (N-tert-butyl-2-(6-chloroimidazo[1,5-a]pyridin-1-yl)-5H-pyrrolo[3,2-b]pyrazine-7-carboxamide). Yield: 29.6%. RXN SMILES: [C:1]([NH:5][C:6]([C:8]1[C:12]2=[N:13][C:14]([C:17]3[N:18]=[CH:19][N:20]4[CH:25]=[C:24]([Cl:26])[CH:23]=[CH:22][C:21]=34)=[CH:15][N:16]=[C:11]2[N:10](COCC[Si](C)(C)C)[CH:9]=1)=[O:7])([CH3:4])([CH3:3])[CH3:2].FC(F)(F)C(O)=O>ClCCl>[C:1]([NH:5][C:6]([C:8]1[C:12]2=[N:13][C:14]([C:17]3[N:18]=[CH:19][N:20]4[CH:25]=[C:24]([Cl:26])[CH:23]=[CH:22][C:21]=34)=[CH:15][N:16]=[C:11]2[NH:10][CH:9]=1)=[O:7])([CH3:4])([CH3:2])[CH3:3]. Procedure details: To a solution of N-tert-butyl-2-(6-chloroimidazo[1,5-a]pyridin-1-yl)-5-((2-(trimethylsilyl)ethoxy)methyl)-5H-pyrrolo[3,2-b]pyrazine-7-carboxamide (50 mg, 100 μmol) in dichloromethane (1.5 mL) was added trifluoroacetic acid (228 mg, 154 μL, 2.00 mmol) and the mixture stirred at room temperature. After 16 h the reaction mixture was concentrated, then the residue was redissolved in dichloromethane (2 mL), methanol (1 mL) and ammonium hydroxide (0.22 mL) and stirred at room temperature. After 2 h th... Reactants: OC=1C=CC(=NC1)Cl (5-hydroxy-2-chloropyridine), [H-].[Na+] (sodium hydride), O (water), C(C1=CC=CC=C1)Cl (benzyl chloride). Run in CN(C=O)C (dimethylformamide), C(C)OCC (diethyl ether). Run at temperature 60 celsius, time 8 hour. Yields the product ClC1=NC=C(C=C1)OCC1=CC=CC=C1 (2-Chloro-5-benzyloxypyridine). As a reaction SMILES: [OH:1][C:2]1[CH:3]=[CH:4][C:5]([Cl:8])=[N:6][CH:7]=1.[H-].[Na+].[CH2:11](Cl)[C:12]1[CH:17]=[CH:16][CH:15]=[CH:14][CH:13]=1.O>CN(C)C=O.C(OCC)C>[Cl:8][C:5]1[CH:4]=[CH:3][C:2]([O:1][CH2:11][C:12]2[CH:17]=[CH:16][CH:15]=[CH:14][CH:13]=2)=[CH:7][N:6]=1 |f:1.2|. Procedure: A solution of 12.9 g (0.1 mol) of 5-hydroxy-2-chloropyridine in 50 ml of dimethylformamide is added to a suspension of 4.8 g (0.1 mol) of sodium hydride (a 50% dispersion in mineral oil; washed with toluene) in 100 ml of dimethylformamide. The mixture is stirred until the evolution of hydrogen has ceased and then, after cooling with the aid of an ice-bath, 12.6 g (0.1 mol, 11.5 cc) of benzyl chloride are introduced dropwise. The mixture is heated at 60° C. for one hour, left to stand overnight a... The reactants are C(C)C1=C(C(=NC=N1)N[C@@H]1CC[C@@H](CC1)C(C(C)C)(C)C)I (6-ethyl-5-iodo-4-[cis-4-(1,1,2-trimethylpropyl)cyclohexylamino]pyrimidine), [Cu]C#N (copper(I) cyanide). Yields the product C(#N)C=1C(=NC=NC1CC)N[C@@H]1CC[C@@H](CC1)C(C(C)C)(C)C (5-Cyano-6-ethyl-4-[cis-4-(1,1,2-trimethylpropyl)cyclohexylamino]pyrimidine). Reaction SMILES: [CH2:1]([C:3]1[N:8]=[CH:7][N:6]=[C:5]([NH:9][C@H:10]2[CH2:15][CH2:14][C@@H:13]([C:16]([CH3:21])([CH3:20])[CH:17]([CH3:19])[CH3:18])[CH2:12][CH2:11]2)[C:4]=1I)[CH3:2].[Cu][C:24]#[N:25]>>[C:24]([C:4]1[C:5]([NH:9][C@H:10]2[CH2:15][CH2:14][C@@H:13]([C:16]([CH3:21])([CH3:20])[CH:17]([CH3:19])[CH3:18])[CH2:12][CH2:11]2)=[N:6][CH:7]=[N:8][C:3]=1[CH2:1][CH3:2])#[N:25]. Procedure details: Prepared as in Example 2 from 6-ethyl-5-iodo-4-[cis-4-(1,1,2-trimethylpropyl)cyclohexylamino]pyrimidine and copper(I) cyanide.